From a dataset of the Open Reaction Database (ORD), a public repository of structured organic reaction records. describe an organic reaction: reactants, conditions, products, and yield Reactants: CCOC(C)(C)c1cc(NC(=O)Oc2ccccc2)n(-c2ccccc2)n1, C1CCOC1, COCCOc1cc2ncnc(Oc3cccc(N)c3)c2cc1OC, CCN(C(C)C)C(C)C. Yields the product CCOC(C)(C)c1cc(NC(=O)Nc2cccc(Oc3ncnc4cc(OCCOC)c(OC)cc34)c2)n(-c2ccccc2)n1. As a reaction SMILES: [CH2:1]([CH3:2])[O:3][C:4]([CH3:5])([CH3:6])[c:7]1[n:8][n:9](-[c:22]2[cH:23][cH:24][cH:25][cH:26][cH:27]2)[c:10]([NH:12][C:13]([O:14][c:15]2[cH:16][cH:17][cH:18][cH:19][cH:20]2)=[O:21])[cH:11]1.[CH2:62]1[O:63][CH2:64][CH2:65][CH2:66]1.[CH3:28][O:29][c:30]1[cH:31][c:32]2[c:33]([O:45][c:46]3[cH:47][c:48]([NH2:49])[cH:50][cH:51][cH:52]3)[n:34][cH:35][n:36][c:37]2[cH:38][c:39]1[O:40][CH2:41][CH2:42][O:43][CH3:44].[CH:53]([N:54]([CH2:55][CH3:56])[CH:57]([CH3:58])[CH3:59])([CH3:60])[CH3:61]>>[CH2:1]([CH3:2])[O:3][C:4]([CH3:5])([CH3:6])[c:7]1[n:8][n:9](-[c:22]2[cH:23][cH:24][cH:25][cH:26][cH:27]2)[c:10]([NH:12][C:13](=[O:21])[NH:49][c:48]2[cH:47][c:46]([O:45][c:33]3[c:32]4[cH:31][c:30]([O:29][CH3:28])[c:39]([O:40][CH2:41][CH2:42][O:43][CH3:44])[cH:38][c:37]4[n:36][cH:35][n:34]3)[cH:52][cH:51][cH:50]2)[cH:11]1. Reaction SMILES: Cl[C:2]1[N:7]=[C:6]([N:8]2[C:12]3[CH:13]=[CH:14][CH:15]=[C:16]([O:17][CH3:18])[C:11]=3[N:10]=[C:9]2[CH:19]([F:21])[F:20])[N:5]=[C:4]([N:22]2[CH2:27][CH2:26][N:25]([C:28]([O:30][C:31]([CH3:34])([CH3:33])[CH3:32])=[O:29])[CH2:24][CH2:23]2)[N:3]=1.Cl.[CH:36]12[O:43][CH:40]([CH2:41][CH2:42]1)[CH2:39][NH:38][CH2:37]2.CCN(C(C)C)C(C)C>C1COCC1>[F:20][CH:19]([F:21])[C:9]1[N:8]([C:6]2[N:7]=[C:2]([N:38]3[CH2:37][CH:36]4[O:43][CH:40]([CH2:41][CH2:42]4)[CH2:39]3)[N:3]=[C:4]([N:22]3[CH2:23][CH2:24][N:25]([C:28]([O:30][C:31]([CH3:32])([CH3:34])[CH3:33])=[O:29])[CH2:26][CH2:27]3)[N:5]=2)[C:12]2[CH:13]=[CH:14][CH:15]=[C:16]([O:17][CH3:18])[C:11]=2[N:10]=1 |f:1.2|. The yield is 85.0%. The product is FC(C1=NC2=C(N1C1=NC(=NC(=N1)N1CC3CCC(C1)O3)N3CCN(CC3)C(=O)OC(C)(C)C)C=CC=C2OC)F (tert-butyl 4-[4-[2-(difluoromethyl)-4-methoxy-1H-benzimidazol-1-yl]-6-(8-oxa-3-azabicyclo[3.2.1]oct-3-yl)-1,3,5-triazin-2-yl]-1-piperazinecarboxylate). Reported procedure: A mixture of tert-butyl 4-{4-chloro-6-[2-(difluoromethyl)-4-methoxy-1H-benzimidazol-1-yl]-1,3,5-triazin-2-yl}-1-piperazinecarboxylate (550 mg, 1.11 mmol), 8-oxa-3-azabicyclo[3.2.1]octane hydrochloride (215 mg, 1.44 mmol) and DIPEA (0.77 mL, 4.44 mmol) in THF (20 mL) was stirred at room temperature overnight. The solvent was removed under vacuum and the residue diluted with water. The resulting precipitate was washed with water, dissolved in CH2Cl2, dried (Na2SO4) and recrystallized from CH2Cl2/M... Run at time 8 hour. Run in C1CCOC1 (THF). The reactants are ClC1=NC(=NC(=N1)N1C(=NC2=C1C=CC=C2OC)C(F)F)N2CCN(CC2)C(=O)OC(C)(C)C (tert-butyl 4-{4-chloro-6-[2-(difluoromethyl)-4-methoxy-1H-benzimidazol-1-yl]-1,3,5-triazin-2-yl}-1-piperazinecarboxylate), Cl.C12CNCC(CC1)O2 (8-oxa-3-azabicyclo[3.2.1]octane hydrochloride), CCN(C(C)C)C(C)C (DIPEA). Reported procedure: Methylamine (2M in methanol, 20.0 mL, 40.2 mmol) was added dropwise to isobutylisothiocyanate (2.00 mL, 16.5 mmol) during 15 minutes at room temperature. The reaction mixture was heated to reflux for 3.5 h and the solvent was evaporated off to give the title compound (2.37 g, 98%) as a colourless oil. The reactants are CN (Methylamine), C(C(C)C)N=C=S (isobutylisothiocyanate). The product is C(C(C)C)NC(=S)NC (1-isobutyl-3-methylthiourea). RXN SMILES: [CH3:1][NH2:2].[CH2:3]([N:7]=[C:8]=[S:9])[CH:4]([CH3:6])[CH3:5]>>[CH2:3]([NH:7][C:8]([NH:2][CH3:1])=[S:9])[CH:4]([CH3:6])[CH3:5]. Isolated yield 98.2%. The product is O=C1N(C(C2=CC=CC=C12)=O)CC=1C(=CC2=C(OC\C=C/CO2)C1)C#N ((Z)-9-((1,3-dioxoisoindolin-2-yl)methyl)-2,5-dihydrobenzo[b][1,4]dioxocine-8-carbonitrile). Reactants: ClC\C=C/CCl (cis-1,4-Dichloro-2-butene), O=C1N(C(C2=CC=CC=C12)=O)CC1=C(C#N)C=C(C(=C1)O)O (2((1,3-dioxoisoindolin-2-yl)methyl)-4,5-dihydroxybenzonitrile), C([O-])([O-])=O.[K+].[K+] (potassium carbonate). As a reaction SMILES: Cl[CH2:2]/[CH:3]=[CH:4]\[CH2:5]Cl.[O:7]=[C:8]1[C:16]2[C:11](=[CH:12][CH:13]=[CH:14][CH:15]=2)[C:10](=[O:17])[N:9]1[CH2:18][C:19]1[CH:26]=[C:25]([OH:27])[C:24]([OH:28])=[CH:23][C:20]=1[C:21]#[N:22].C(=O)([O-])[O-].[K+].[K+]>CN(C=O)C>[O:17]=[C:10]1[C:11]2[C:16](=[CH:15][CH:14]=[CH:13][CH:12]=2)[C:8](=[O:7])[N:9]1[CH2:18][C:19]1[C:20]([C:21]#[N:22])=[CH:23][C:24]2[O:28][CH2:5][CH:4]=[CH:3][CH2:2][O:27][C:25]=2[CH:26]=1 |f:2.3.4|. The solvent is CN(C)C=O (DMF). Procedure details: cis-1,4-Dichloro-2-butene (0.200 g, 1.6 mmol), 2((1,3-dioxoisoindolin-2-yl)methyl)-4,5-dihydroxybenzonitrile (0.500 g, 1.7 mmol), and potassium carbonate (0.77 g, 5.6 mmol) were suspended in dry DMF (80 ml) and heated to 50° C. for 5 h. The resulting mixture was cooled to room temperature and stirred overnight, then filtered. The filtrate was diluted with ethyl acetate, washed with water (2×), brine (2×), dried (Na2SO4) and concentrated in vacuo. The resulting residue was chromatographed eluting... Run at temperature 50 celsius, time 8 hour. Reactants: Br, CC(C)(C)c1ccc(S)cc1, CC(=O)O, COC(=O)c1c(C(F)F)nc(C(F)(F)F)c(S)c1CC(C)C, O. The product is COC(=O)c1c(C(F)F)nc(C(F)(F)F)c(SSc2ccc(C(C)(C)C)cc2)c1CC(C)C. RXN SMILES: [Br:34].[C:23]([CH3:24])([CH3:25])([CH3:26])[c:27]1[cH:28][cH:29][c:30]([SH:33])[cH:31][cH:32]1.[CH3:36][C:37](=[O:38])[OH:39].[F:1][CH:2]([c:3]1[n:4][c:5]([C:18]([F:19])([F:20])[F:21])[c:6]([SH:17])[c:7]([CH2:13][CH:14]([CH3:15])[CH3:16])[c:8]1[C:9](=[O:10])[O:11][CH3:12])[F:22].[OH2:35]>>[F:1][CH:2]([c:3]1[n:4][c:5]([C:18]([F:19])([F:20])[F:21])[c:6]([S:17][S:33][c:30]2[cH:29][cH:28][c:27]([C:23]([CH3:24])([CH3:25])[CH3:26])[cH:32][cH:31]2)[c:7]([CH2:13][CH:14]([CH3:15])[CH3:16])[c:8]1[C:9](=[O:10])[O:11][CH3:12])[F:22].